Dataset: the Open Reaction Database (ORD), a public repository of structured organic reaction records. Task: describe an organic reaction: reactants, conditions, products, and yield Starting materials: CN1C(N(CC1)C)=O (1,3-dimethyl-2-imidazolidinone), CN1C(N(CC1)C)=O (DMI), ClC=1C=C(C=CC1OCC)C(CCl)(C)C (2-(3-chloro-4-ethoxyphenyl)-2-methylpropyl chloride). Product: O(C1=CC=CC=C1)C=1C=C(CO)C=CC1 (m-phenoxybenzyl alcohol). Isolated yield 500.0%. Reaction SMILES: CN1CCN(C)[C:3]1=[O:8].Cl[C:10]1[CH:11]=[C:12](C(C)(C)CCl)[CH:13]=[CH:14][C:15]=1[O:16][CH2:17][CH3:18]>>[O:16]([C:15]1[CH:10]=[C:11]([CH:12]=[CH:13][CH:14]=1)[CH2:3][OH:8])[C:17]1[CH:18]=[CH:14][CH:15]=[CH:10][CH:11]=1. Procedure details: 3 l (3,156 g) of 1,3-dimethyl-2-imidazolidinone (hereinafter referred to as DMI), 618.0 g (2.50 mol) of purified 2-(3-chloro-4-ethoxyphenyl)-2-methylpropyl chloride obtained in the same manner as in Example 1, 1,251.0 g (6.25 mol) of m-phenoxybenzyl alcohol (a product of Ethyl Corp.) and 280.0 g (5.00 mol) of potassium hydroxide in the form of flakes were charged in a 5 l four-neck flask and stirred at 120° C. under nitrogen stream for 15 h to complete the reaction.